Dataset: the Open Reaction Database (ORD), a public repository of structured organic reaction records. Task: describe an organic reaction: reactants, conditions, products, and yield Starting materials: ClC=1C2=C(N=C(N1)N1CCN(CC1)C1=CC=C(C=C1)Cl)CCS2=O (4-chloro-2-[4-(4-chloro-phenyl)-piperazin-1-yl]-6,7-dihydro-thieno[3,2-d]pyrimidine 5-oxide), C(C)(C)(C)[SiH2]OC([C@@H](CC1=CC=C(C=C1)O[Si](C)(C)C(C)(C)C)N)(C)C ((R)-1-(tert-butyl-dimethyl-silanyloxymethyl)-2-[4-(tert-butyl-dimethyl-silanyloxy)-phenyl]-ethylamine), C(C)(C)N(CC)C(C)C (diisopropylethylamine). Solvent: O1CCOCC1 (dioxane). Reaction conditions: temperature 120 celsius, time 3 hour. Yields the product ClC1=CC=C(C=C1)N1CCN(CC1)C=1N=C(C2=C(N1)CCS2=O)N[C@H](CC2=CC=C(C=C2)O)CO (4-((R)-2-{2-[4-(4-chloro-phenyl)-piperazin-1-yl]-5-oxo-6,7-dihydro-5H-5λ4-thieno[3,2-d]pyrimidin-4-ylamino}-3-hydroxy-propyl)-phenol). As a reaction SMILES: Cl[C:2]1[C:3]2[S:23](=[O:24])[CH2:22][CH2:21][C:4]=2[N:5]=[C:6]([N:8]2[CH2:13][CH2:12][N:11]([C:14]3[CH:19]=[CH:18][C:17]([Cl:20])=[CH:16][CH:15]=3)[CH2:10][CH2:9]2)[N:7]=1.C([SiH2][O:30][C:31](C)(C)[C@H:32]([NH2:48])[CH2:33][C:34]1[CH:39]=[CH:38][C:37]([O:40][Si](C(C)(C)C)(C)C)=[CH:36][CH:35]=1)(C)(C)C.C(N(C(C)C)CC)(C)C>O1CCOCC1>[Cl:20][C:17]1[CH:18]=[CH:19][C:14]([N:11]2[CH2:12][CH2:13][N:8]([C:6]3[N:7]=[C:2]([NH:48][C@@H:32]([CH2:31][OH:30])[CH2:33][C:34]4[CH:39]=[CH:38][C:37]([OH:40])=[CH:36][CH:35]=4)[C:3]4[S:23](=[O:24])[CH2:22][CH2:21][C:4]=4[N:5]=3)[CH2:9][CH2:10]2)=[CH:15][CH:16]=1. Procedure: 350 mg 4-chloro-2-[4-(4-chloro-phenyl)-piperazin-1-yl]-6,7-dihydro-thieno[3,2-d]pyrimidine 5-oxide (cf Example 124), 600 mg (R)-1-(tert-butyl-dimethyl-silanyloxymethyl)-2-[4-(tert-butyl-dimethyl-silanyloxy)-phenyl]-ethylamine and 350 μl diisopropylethylamine are placed in 4 ml dioxane, heated to 120° C. in the microwave for 0.2 hours. Then the reaction mixture is evaporated to dryness. The residue is suspended in water/acetonitrile/trifluoroacetic acid and stirred for 3 hours at ambient temperat... The reactants are C(C)OP(=O)(OCC)CC1=C(C=CC=C1)CCC(C(=O)OCC)(C(=O)OCC)NC(C)=O (ethyl 4-[2-(diethylphosphonomethyl)-phenyl]-2-acetamido-2-carboethoxybutanoate). Run in Cl (HCl). Product: P(=O)(O)(O)CC1=C(C=CC=C1)CCC(C(=O)O)N (4-[2-Phosphonomethylphenyl]-2-aminobutanoic acid). As a reaction SMILES: C([O:3][P:4]([CH2:9][C:10]1[CH:15]=[CH:14][CH:13]=[CH:12][C:11]=1[CH2:16][CH2:17][C:18]([NH:29]C(=O)C)(C(OCC)=O)[C:19]([O:21]CC)=[O:20])([O:6]CC)=[O:5])C>Cl>[P:4]([CH2:9][C:10]1[CH:15]=[CH:14][CH:13]=[CH:12][C:11]=1[CH2:16][CH2:17][CH:18]([NH2:29])[C:19]([OH:21])=[O:20])([OH:6])([OH:5])=[O:3]. Procedure: A solution of 2.5 g (5.3 mmol) of ethyl 4-[2-(diethylphosphonomethyl)-phenyl]-2-acetamido-2-carboethoxybutanoate in 50 mL of 6N HCl was stirred at vigorous reflux for 12 h. After cooling to room temperature the reaction mixture was concentrated at reduced pressure yielding an oil. This oil was washed with three 50 mL portions of water then dissolved in 95% ethanol and a slight excess of propylene oxide added. The precipitated acid was collected by filtration and recrystallized from dilute ethano... The solvent is CN(C=O)C (dimethyl-formamide). RXN SMILES: [Cl:1][C:2]1[N:11]=[C:10]([N:12]2[CH2:21][CH2:20][C:19]3[C:14](=[CH:15][CH:16]=[CH:17][CH:18]=3)[CH:13]2[CH3:22])[C:9]2[C:4](=[C:5]([O:23][CH3:24])[CH:6]=[CH:7][CH:8]=2)[N:3]=1.[CH3:25][NH:26][C:27]1[CH:32]=[CH:31][CH:30]=[CH:29][CH:28]=1>CN(C)C=O>[ClH:1].[CH3:24][O:23][C:5]1[CH:6]=[CH:7][CH:8]=[C:9]2[C:4]=1[N:3]=[C:2]([N:26]([C:27]1[CH:32]=[CH:31][CH:30]=[CH:29][CH:28]=1)[CH3:25])[N:11]=[C:10]2[N:12]1[CH2:21][CH2:20][C:19]2[C:14](=[CH:15][CH:16]=[CH:17][CH:18]=2)[CH:13]1[CH3:22] |f:3.4|. The product is Cl.COC=1C=CC=C2C(=NC(=NC12)N(C)C1=CC=CC=C1)N1C(C2=CC=CC=C2CC1)C (8-Methoxy-2-(N-Methylphenyl-Amino)-4-(1-Methyl-1,2,3,4-Tetrahydroisoquinoline-2-Yl) Quinazoline Hydrochloride). Procedure details: In accordance with the same procedures as in Example 18, except that to a mixture of 8.00 g of the compound (8.82 mM) prepared in Example 5 and 15 ml of dimethyl-formamide, 2.00 ml of N-methyl aniline(18.45 mM) was added, 0.85 g of the title compound was prepared. The yield is 22.0%. Reactants: ClC1=NC2=C(C=CC=C2C(=N1)N1C(C2=CC=CC=C2CC1)C)OC (2-Chloro-8-Methoxy-4-(1-Methyl-1,2,3,4-Tetrahydroisoquinoline-2-Yl)Quinazoline), CNC1=CC=CC=C1 (N-methyl aniline). Reactants: ClC1=C(C=CC=C1)C1C(=C(NC(=C1C(=O)OC)C)COCCNCC(=O)OCC)C(=O)OCC (Ethyl N-(2-{[4-(2-chlorophenyl)-3-ethoxycarbonyl-5-methoxycarbonyl-6-methyl-1,4-dihydropyrid-2-yl]methoxy}ethyl)aminoacetate), N (ammonia). Solvent: C(C)O (ethanol). Run at time 4 day. Yields the product ClC1=C(C=CC=C1)C1C(=C(NC(=C1C(=O)OC)C)COCCNCC(=O)N)C(=O)OCC (2-(2-{[4-(2-Chlorophenyl)-3-ethoxycarbonyl-5-methoxycarbonyl-6-methyl-1,4-dihydropyrid-2-yl]methoxy}ethylamino)acetamide). Reaction SMILES: [Cl:1][C:2]1[CH:7]=[CH:6][CH:5]=[CH:4][C:3]=1[CH:8]1[C:13]([C:14]([O:16][CH3:17])=[O:15])=[C:12]([CH3:18])[NH:11][C:10]([CH2:19][O:20][CH2:21][CH2:22][NH:23][CH2:24][C:25](OCC)=[O:26])=[C:9]1[C:30]([O:32][CH2:33][CH3:34])=[O:31].[NH3:35]>C(O)C>[Cl:1][C:2]1[CH:7]=[CH:6][CH:5]=[CH:4][C:3]=1[CH:8]1[C:13]([C:14]([O:16][CH3:17])=[O:15])=[C:12]([CH3:18])[NH:11][C:10]([CH2:19][O:20][CH2:21][CH2:22][NH:23][CH2:24][C:25]([NH2:35])=[O:26])=[C:9]1[C:30]([O:32][CH2:33][CH3:34])=[O:31]. Procedure: Ethyl N-(2-{[4-(2-chlorophenyl)-3-ethoxycarbonyl-5-methoxycarbonyl-6-methyl-1,4-dihydropyrid-2-yl]methoxy}ethyl)aminoacetate (2.50 g) in a mixture of ethanol (40 ml) and 0.880 aqueous ammonia (30 ml) was stirred at room temperature for four days and then evaporated. The residue was partitioned between ethyl acetate and water and the organic layer washed with water, dried (MgSO4), and evaporated. The residue was chromatographed on silica (t.l.c. grade Merck Kieselgel 60H, [Trade Mark] 30 g) eluti... Starting materials: C12CN(CC2NC1)C1=NC2=CC=CC=C2N=C1 (2-(3,6-Diaza-bicyclo[3.2.0]hept-3-yl)-quinoxaline), ClC1=NC=CC(=N1)C1=CC=CC=C1 (2-chloro-4-phenyl pyrimidine). Yields the product C1(=CC=CC=C1)C1=NC(=NC=C1)N1CC2CNC2C1 (3-(4-Phenyl-pyrimidin-2-yl)-3,6-diaza-bicyclo[3.2.0]heptane). Reaction SMILES: [CH:1]12[CH2:7][NH:6][CH:5]1[CH2:4][N:3](C1C=NC3C(=CC=CC=3)N=1)[CH2:2]2.Cl[C:19]1[N:24]=[C:23]([C:25]2[CH:30]=[CH:29][CH:28]=[CH:27][CH:26]=2)[CH:22]=[CH:21][N:20]=1>>[C:25]1([C:23]2[CH:22]=[CH:21][N:20]=[C:19]([N:3]3[CH2:4][CH:5]4[CH:1]([CH2:7][NH:6]4)[CH2:2]3)[N:24]=2)[CH:30]=[CH:29][CH:28]=[CH:27][CH:26]=1. Procedure: The title compound was prepared in a manner analogous to Intermediate 8, using 2-chloro-4-phenyl pyrimidine. MS (ESI) mass calcd. for C15H16N4, 252.31; m/z found 253.2 [M+H]+. Reactants: C(CC)C=1N=C(SC1CC1=CC=C(C=C1)[N+](=O)[O-])NCC(=O)OC (methyl (4-propyl-5-(4-nitrobenzyl)thiazol-2-yl)aminoacetate). The reagents and catalysts are [Ni] (Raney nickel). Run in CO (methanol). Product: C(CC)C=1N=C(SC1CC1=CC=C(C=C1)N)NCC(=O)OC (methyl (4-propyl-5-(4-aminobenzyl)thiazol-2-yl)aminoacetate). The yield is 75.7%. Reaction SMILES: [CH2:1]([C:4]1[N:5]=[C:6]([NH:19][CH2:20][C:21]([O:23][CH3:24])=[O:22])[S:7][C:8]=1[CH2:9][C:10]1[CH:15]=[CH:14][C:13]([N+:16]([O-])=O)=[CH:12][CH:11]=1)[CH2:2][CH3:3]>CO.[Ni]>[CH2:1]([C:4]1[N:5]=[C:6]([NH:19][CH2:20][C:21]([O:23][CH3:24])=[O:22])[S:7][C:8]=1[CH2:9][C:10]1[CH:15]=[CH:14][C:13]([NH2:16])=[CH:12][CH:11]=1)[CH2:2][CH3:3]. Procedure details: 2.6 g of methyl (4-propyl-5-(4-nitrobenzyl)thiazol-2-yl)aminoacetate in 60 ml of methanol are hydrogenated at normal pressure and room temperature in the presence of Raney nickel. After filtration of the catalyst and concentration of the filtrate, the residue is taken up with acidified water. The aqueous phase is extracted with ether, rendered basic with sodium carbonate and extracted with ethyl acetate. After drying and concentration, the residue is taken up with pentane to give 1.8 g of methyl... The reactants are Cl, Cl, Cl, COC(=O)CC1COC1, NC1CCC(CCN2CCN(c3nccc4c3CCO4)CC2)CC1. The product is O=C(CC1COC1)NC1CCC(CCN2CCN(c3nccc4c3CCO4)CC2)CC1. RXN SMILES: [ClH:1].[ClH:2].[ClH:3].[O:28]1[CH2:29][CH:30]([CH2:32][C:33](=[O:34])[O:35][CH3:36])[CH2:31]1.[O:4]1[CH2:5][CH2:6][c:7]2[c:8]([N:13]3[CH2:14][CH2:15][N:16]([CH2:19][CH2:20][CH:21]4[CH2:22][CH2:23][CH:24]([NH2:27])[CH2:25][CH2:26]4)[CH2:17][CH2:18]3)[n:9][cH:10][cH:11][c:12]21>>[O:4]1[CH2:5][CH2:6][c:7]2[c:8]([N:13]3[CH2:14][CH2:15][N:16]([CH2:19][CH2:20][CH:21]4[CH2:22][CH2:23][CH:24]([NH:27][C:33]([CH2:32][CH:30]5[CH2:29][O:28][CH2:31]5)=[O:34])[CH2:25][CH2:26]4)[CH2:17][CH2:18]3)[n:9][cH:10][cH:11][c:12]21. Reactants: SC1=CC=NC=C1 (4-mercaptopyridine), Cl.ClCC1=NC=CC(=C1C)SCC=1OC=CC1 (2-chloromethyl-4-(2-furylmethylthio)-3-methylpyridine hydrochloride), [OH-].[Na+] (sodium hydroxide), C(C)(C)OC(C)C (diisopropyl ether). Yields the product O1C(=CC=C1)CSC1=C(C(=NC=C1)CSC1=CC=NC=C1)C (4-(2-Furylmethylthio)-3-methyl-2-[(4-pyridinylthio)methyl]pyridine). Isolated yield 89.0%. Reaction SMILES: [SH:1][C:2]1[CH:7]=[CH:6][N:5]=[CH:4][CH:3]=1.Cl.Cl[CH2:10][C:11]1[C:16]([CH3:17])=[C:15]([S:18][CH2:19][C:20]2[O:21][CH:22]=[CH:23][CH:24]=2)[CH:14]=[CH:13][N:12]=1.[OH-].[Na+].C(OC(C)C)(C)C>>[O:21]1[CH:22]=[CH:23][CH:24]=[C:20]1[CH2:19][S:18][C:15]1[CH:14]=[CH:13][N:12]=[C:11]([CH2:10][S:1][C:2]2[CH:7]=[CH:6][N:5]=[CH:4][CH:3]=2)[C:16]=1[CH3:17] |f:1.2,3.4|. Procedure details: According to the procedure indicated in Example 1, reaction of 4-mercaptopyridine with 2-chloromethyl-4-(2-furylmethylthio)-3-methylpyridine hydrochloride and sodium hydroxide solution, subsequent chromatography on silica gel (ethyl acetate/ethanol) and crystallization from diisopropyl ether gives the title compound as a colorless powder; m.p. 126-128° C.; yield 89% of theory. Starting materials: COC1=C(CN2C(C(=CC(=C2C2=CC=3C=C4N(C3C=C2)CCC4O)CC)C(=O)OC)=O)C=CC(=C1)OC (methyl 1-(2,4-dimethoxybenzyl)-5-ethyl-6-(1-hydroxy-2,3-dihydro-1H-pyrrolo[1,2-a]indol-7-yl)-2-oxo-1,2-dihydropyridine-3-carboxylate). Yields the product COC1=C(CN2C(C(=CC(=C2C2=CC=3C=C4N(C3C=C2)CCC4=O)CC)C(=O)OC)=O)C=CC(=C1)OC (methyl 1-(2,4-dimethoxybenzyl)-5-ethyl-2-oxo-6-(1-oxo-2,3-dihydro-1H-pyrrolo[1,2-a]indol-7-yl)-1,2-dihydropyridine-3-carboxylate). Procedure: To a solution of methyl 1-(2,4-dimethoxybenzyl)-5-ethyl-6-(1-hydroxy-2,3-dihydro-1H-pyrrolo[1,2-a]indol-7-yl)-2-oxo-1,2-dihydropyridine-3-carboxylate (1.3 g, 2.6 mmol) in CH2Cl2 (20 mL) was added MnO2 in two batches over 2 hrs (2.3 g, 26 mmol). The reaction mixture was then filtered through celite and concentrated to afford the title compound as an orange solid (1.1 g, 85%). Yield: 84.5%. Reaction SMILES: [CH3:1][O:2][C:3]1[CH:35]=[C:34]([O:36][CH3:37])[CH:33]=[CH:32][C:4]=1[CH2:5][N:6]1[C:11]([C:12]2[CH:20]=[CH:19][C:18]3[N:17]4[CH2:21][CH2:22][CH:23]([OH:24])[C:16]4=[CH:15][C:14]=3[CH:13]=2)=[C:10]([CH2:25][CH3:26])[CH:9]=[C:8]([C:27]([O:29][CH3:30])=[O:28])[C:7]1=[O:31]>C(Cl)Cl.O=[Mn]=O>[CH3:1][O:2][C:3]1[CH:35]=[C:34]([O:36][CH3:37])[CH:33]=[CH:32][C:4]=1[CH2:5][N:6]1[C:11]([C:12]2[CH:20]=[CH:19][C:18]3[N:17]4[CH2:21][CH2:22][C:23](=[O:24])[C:16]4=[CH:15][C:14]=3[CH:13]=2)=[C:10]([CH2:25][CH3:26])[CH:9]=[C:8]([C:27]([O:29][CH3:30])=[O:28])[C:7]1=[O:31]. The solvent is C(Cl)Cl (CH2Cl2). Reagents/catalysts: O=[Mn]=O (MnO2).